Dataset: the Open Reaction Database (ORD), a public repository of structured organic reaction records. Task: describe an organic reaction: reactants, conditions, products, and yield The reactants are O (water), solution, B(Br)(Br)Br (boron tribromide), COC1=CC=C(C=C1)C#CC1=CC=C(S1)C#N (1-(4-methoxyphenyl)-2-(2-cyanothiophen-5-yl)acetylene). Solvent: ClCCl (dichloromethane), ClCCl (dichloromethane). Run at time 8 hour. Yields the product OC1=CC=C(C=C1)C#CC1=CC=C(S1)C#N (1-(4-hydroxyphenyl)-2-(2-cyanothiophen-5-yl)acetylene). Isolated yield 63.7%. As a reaction SMILES: B(Br)(Br)Br.C[O:6][C:7]1[CH:12]=[CH:11][C:10]([C:13]#[C:14][C:15]2[S:19][C:18]([C:20]#[N:21])=[CH:17][CH:16]=2)=[CH:9][CH:8]=1.O>ClCCl>[OH:6][C:7]1[CH:8]=[CH:9][C:10]([C:13]#[C:14][C:15]2[S:19][C:18]([C:20]#[N:21])=[CH:17][CH:16]=2)=[CH:11][CH:12]=1. Procedure details: A 1M solution of boron tribromide in dichloromethane (75 cm3) is added dropwise to a solution of 1-(4-methoxyphenyl)-2-(2-cyanothiophen-5-yl)acetylene (3.0 g) and dichloromethane (100 cm3) at 0° C. under an atmosphere of nitrogen. The reaction solution is stirred overnight and water (100 cm3) added. The organic layer is separated off and the aqueous layer extracted with dichloromethane (2×100 cm3). The combined organic layers are washed with brine (2×100 cm3) and then dried (MgSO4), filtered and... RXN SMILES: [CH3:1][C:2]1[C:3]([CH2:20][S:21][C:22]2[NH:26][C:25]3[CH:27]=[CH:28][CH:29]=[CH:30][C:24]=3[N:23]=2)=[N:4][CH:5]=[CH:6][C:7]=1[S:8][CH2:9][CH2:10][CH2:11][NH:12][CH2:13][C:14]1[CH:19]=[CH:18][CH:17]=[CH:16][CH:15]=1.Br[CH2:32][C:33]([O:35][CH2:36][CH3:37])=[O:34].C(=O)([O-])[O-].[K+].[K+].O>CN(C)C=O>[CH3:1][C:2]1[C:3]([CH2:20][S:21][C:22]2[NH:23][C:24]3[CH:30]=[CH:29][CH:28]=[CH:27][C:25]=3[N:26]=2)=[N:4][CH:5]=[CH:6][C:7]=1[S:8][CH2:9][CH2:10][CH2:11][N:12]([CH2:13][C:14]1[CH:19]=[CH:18][CH:17]=[CH:16][CH:15]=1)[CH2:32][C:33]([O:35][CH2:36][CH3:37])=[O:34] |f:2.3.4|. Yields the product CC=1C(=NC=CC1SCCCN(CC(=O)OCC)CC1=CC=CC=C1)CSC1=NC2=C(N1)C=CC=C2 (2-((3-methyl-4-(3-(N-benzyl-N-ethoxycarbonylmethylamino)propylthio)-2-pyridyl)methylthio)-1H-benzimidazole). Run at time 1 hour. Starting materials: O (water), BrCC(=O)OCC (ethyl bromoacetate), C([O-])([O-])=O.[K+].[K+] (potassium carbonate), CC=1C(=NC=CC1SCCCNCC1=CC=CC=C1)CSC1=NC2=C(N1)C=CC=C2 (2-((3-Methyl-4-(3-benzylaminopropylthio)-2-pyridyl)methylthio)-1H-benzimidazole). Procedure: 2-((3-Methyl-4-(3-benzylaminopropylthio)-2-pyridyl)methylthio)-1H-benzimidazole (2.0 g) was dissolved in dimethylformamide (25 ml) and thereto were added ethyl bromoacetate (0.834 g) and potassium carbonate (0.984 g). The mixture was stirred at 40°-50° C. for 1 hour. The reaction mixture was poured into water and extracted with ethyl acetate. The extract was washed with water, dried and concentrated under reduced pressure. The residue was subjected to column chromatography and eluted with chloro... Run in CN(C=O)C (dimethylformamide).